From a dataset of the Open Reaction Database (ORD), a public repository of structured organic reaction records. describe an organic reaction: reactants, conditions, products, and yield Reactants: BrCC1=CC=C(C(=O)C2=CC=C(C=C2)Cl)C=C1 (4-bromomethyl-4'-chlorobenzophenone), CS(=O)[O-].[Na+] (sodium methanesulfinate), CN(C=O)C (N,N-dimethylformamide). Run in O (Water). Reaction conditions: time 16 hour. Yields the product ClC1=CC=C(C(=O)C2=CC=C(C=C2)CS(=O)(=O)C)C=C1 (4-Chloro-4'-methylsulfonylmethyl-benzophenone). Isolated yield 90.6%. As a reaction SMILES: Br[CH2:2][C:3]1[CH:17]=[CH:16][C:6]([C:7]([C:9]2[CH:14]=[CH:13][C:12]([Cl:15])=[CH:11][CH:10]=2)=[O:8])=[CH:5][CH:4]=1.[CH3:18][S:19]([O-:21])=[O:20].[Na+].CN(C)C=O>O>[Cl:15][C:12]1[CH:13]=[CH:14][C:9]([C:7]([C:6]2[CH:16]=[CH:17][C:3]([CH2:2][S:19]([CH3:18])(=[O:21])=[O:20])=[CH:4][CH:5]=2)=[O:8])=[CH:10][CH:11]=1 |f:1.2|. Reported procedure: 4-bromomethyl-4'-chlorobenzophenone (3.1 g) and sodium methanesulfinate (1.5 g) were added to N,N-dimethylformamide (50 ml), and the mixture was stirred for 16 hours at room temperature. Water was added to the reaction mixture, and the mixture was extracted with ethyl acetate. The ethyl acetate layer was washed with water and dried over anhydrous magnesium sulfate. Ethyl acetate was distilled off under reduced pressure. The residual solid was washed with n-hexane to obtain the desired product (2... The reactants are CCOC(=O)C1(c2ccc(-c3ccc(-c4onc(C)c4NC(=O)OC(C)c4ccccc4)cc3)cc2)CCCC1, C1COCCO1, CCOC(C)=O, [Li+], [OH-]. Product: Cc1noc(-c2ccc(-c3ccc(C4(C(=O)O)CCCC4)cc3)cc2)c1NC(=O)OC(C)c1ccccc1. As a reaction SMILES: [CH2:1]([CH3:2])[O:3][C:4](=[O:5])[C:6]1([c:11]2[cH:12][cH:13][c:14](-[c:17]3[cH:18][cH:19][c:20](-[c:23]4[c:24]([NH:29][C:30](=[O:31])[O:32][CH:33]([CH3:34])[c:35]5[cH:36][cH:37][cH:38][cH:39][cH:40]5)[c:25]([CH3:28])[n:26][o:27]4)[cH:21][cH:22]3)[cH:15][cH:16]2)[CH2:7][CH2:8][CH2:9][CH2:10]1.[CH2:49]1[O:50][CH2:51][CH2:52][O:53][CH2:54]1.[CH3:43][CH2:44][O:45][C:46]([CH3:47])=[O:48].[Li+:42].[OH-:41]>>[O:3]=[C:4]([OH:5])[C:6]1([c:11]2[cH:12][cH:13][c:14](-[c:17]3[cH:18][cH:19][c:20](-[c:23]4[c:24]([NH:29][C:30](=[O:31])[O:32][CH:33]([CH3:34])[c:35]5[cH:36][cH:37][cH:38][cH:39][cH:40]5)[c:25]([CH3:28])[n:26][o:27]4)[cH:21][cH:22]3)[cH:15][cH:16]2)[CH2:7][CH2:8][CH2:9][CH2:10]1. The reactants are CO, [K+], [OH-], O, CCOC(=O)c1cnn(-c2nc(NC3CCCC3)c3ncn(C4OC(CO)C(O)C4O)c3n2)c1. Product: O=C(O)c1cnn(-c2nc(NC3CCCC3)c3ncn(C4OC(CO)C(O)C4O)c3n2)c1. RXN SMILES: [CH3:38][OH:39].[K+:37].[OH-:36].[OH2:35].[OH:1][CH:2]1[CH:3]([n:10]2[c:11]3[n:12][c:13](-[n:25]4[n:26][cH:27][c:28]([C:30](=[O:31])[O:32][CH2:33][CH3:34])[cH:29]4)[n:14][c:15]([NH:19][CH:20]4[CH2:21][CH2:22][CH2:23][CH2:24]4)[c:16]3[n:17][cH:18]2)[O:4][CH:5]([CH2:8][OH:9])[CH:6]1[OH:7]>>[OH:1][CH:2]1[CH:3]([n:10]2[c:11]3[n:12][c:13](-[n:25]4[n:26][cH:27][c:28]([C:30](=[O:31])[OH:32])[cH:29]4)[n:14][c:15]([NH:19][CH:20]4[CH2:21][CH2:22][CH2:23][CH2:24]4)[c:16]3[n:17][cH:18]2)[O:4][CH:5]([CH2:8][OH:9])[CH:6]1[OH:7]. The reactants are [BH4-], CC1CNCCN1, CC(C)[O-], CC(C)[O-], CC(C)[O-], CC(C)[O-], CO, [Na+], [Ti+4], O=C1CCCCC1c1ccccc1. Product: CC1CN(C2CCCCC2c2ccccc2)CCN1. As a reaction SMILES: [BH4-:21].[CH3:14][CH:15]1[NH:16][CH2:17][CH2:18][NH:19][CH2:20]1.[CH3:23][CH:24]([CH3:25])[O-:26].[CH3:28][CH:29]([CH3:30])[O-:31].[CH3:32][CH:33]([CH3:34])[O-:35].[CH3:36][CH:37]([CH3:38])[O-:39].[CH3:40][OH:41].[Na+:22].[Ti+4:27].[c:1]1([CH:7]2[C:8](=[O:13])[CH2:9][CH2:10][CH2:11][CH2:12]2)[cH:2][cH:3][cH:4][cH:5][cH:6]1>>[c:1]1([CH:7]2[CH:8]([N:19]3[CH2:18][CH2:17][NH:16][CH:15]([CH3:14])[CH2:20]3)[CH2:9][CH2:10][CH2:11][CH2:12]2)[cH:2][cH:3][cH:4][cH:5][cH:6]1. The product is CC(C)(C)COC(=O)CCCCCBr. Reactants: O=C(Cl)CCCCCBr, CC(C)(C)CO, c1ccccc1. As a reaction SMILES: [Br:1][CH2:2][CH2:3][CH2:4][CH2:5][CH2:6][C:7](=[O:8])[Cl:9].[CH3:10][C:11]([CH2:12][OH:13])([CH3:14])[CH3:15].[cH:16]1[cH:17][cH:18][cH:19][cH:20][cH:21]1>>[Br:1][CH2:2][CH2:3][CH2:4][CH2:5][CH2:6][C:7](=[O:8])[O:13][CH2:12][C:11]([CH3:10])([CH3:14])[CH3:15].